From a dataset of the Open Reaction Database (ORD), a public repository of structured organic reaction records. describe an organic reaction: reactants, conditions, products, and yield Reaction SMILES: [C:1]([O:5][C:6](=[O:41])[C:7]1[CH:12]=[CH:11][C:10]([S:13]([O:16][C:17]2[C:22]([CH3:23])=[CH:21][C:20]([C:24]3[C:36]4[C:35]([CH3:37])=[C:34]([CH3:38])[S:33][C:32]=4[CH:31]=[C:30]4[C:25]=3[CH:26]=[CH:27][CH:28]=[CH:29]4)=[CH:19][C:18]=2[CH3:39])(=[O:15])=[O:14])=[CH:9][C:8]=1[OH:40])([CH3:4])([CH3:3])[CH3:2].N1C=CC=CC=1.[Cl:48][C:49]1[CH:57]=[CH:56][C:52]([C:53](Cl)=[O:54])=[CH:51][CH:50]=1>>[C:1]([O:5][C:6](=[O:41])[C:7]1[CH:12]=[CH:11][C:10]([S:13]([O:16][C:17]2[C:22]([CH3:23])=[CH:21][C:20]([C:24]3[C:36]4[C:35]([CH3:37])=[C:34]([CH3:38])[S:33][C:32]=4[CH:31]=[C:30]4[C:25]=3[CH:26]=[CH:27][CH:28]=[CH:29]4)=[CH:19][C:18]=2[CH3:39])(=[O:14])=[O:15])=[CH:9][C:8]=1[O:40][C:53](=[O:54])[C:52]1[CH:56]=[CH:57][C:49]([Cl:48])=[CH:50][CH:51]=1)([CH3:4])([CH3:2])[CH3:3]. Reactants: C(C)(C)(C)OC(C1=C(C=C(C=C1)S(=O)(=O)OC1=C(C=C(C=C1C)C1=C2C=CC=CC2=CC=2SC(=C(C21)C)C)C)O)=O (4-[4-(2,3-dimethyl-naphtho[2,3-b]thiophen-4-yl)-2,6-dimethyl-phenoxysulfonyl]-2-hydroxy-benzoic acid tert-butyl ester), N1=CC=CC=C1 (pyridine), ClC1=CC=C(C(=O)Cl)C=C1 (4-chlorobenzoyl chloride). Procedure: The title compound was prepared according to the procedure in Example 17, step 1, using 4-[4-(2,3-dimethyl-naphtho[2,3-b]thiophen-4-yl)-2,6-dimethyl-phenoxysulfonyl]-2-hydroxy-benzoic acid tert-butyl ester (0.362 g, 0.615 mmol), pyridine (0.298 mL, 3.69 mmol) and 4-chlorobenzoyl chloride (0.156 mL, 1.23 mmol) to give the title compound. 1H NMR (DMSO-d6) δ 1.35 (s, 9 H), 1.57 (s, 3 H), 2.17 (s, 6 H), 2.33 (s, 3 H), 7.17 (s, 2 H), 7.35-7.40 (m, 2 H), 7.43 -7.48 (m, 1 H), 7.72 (d, 2 H), 7.98 (d, 1 ... Product: C(C)(C)(C)OC(C1=C(C=C(C=C1)S(=O)(=O)OC1=C(C=C(C=C1C)C1=C2C=CC=CC2=CC=2SC(=C(C21)C)C)C)OC(C2=CC=C(C=C2)Cl)=O)=O (2-(4-Chloro-benzoyl)oxy-4-[4-(2,3 -dimethyl-naphtho[2,3-b]thiophen-4-yl)-2,6-dimethyl-phenoxysulfonyl]-benzoic acid tert-butyl ester). Reactants: COc1ccc(Cn2c(=O)c(C#N)c(-c3cccc(F)c3)c3cc(OC)ccc32)c(OC)c1, CSC, ClCCl, O=C(O)C(F)(F)F. Reaction SMILES: [CH3:1][O:2][c:3]1[cH:4][c:5]([O:28][CH3:29])[cH:30][cH:31][c:32]1[CH2:33][n:6]1[c:7](=[O:27])[c:8]([C:25]#[N:26])[c:9](-[c:18]2[cH:19][c:20]([F:24])[cH:21][cH:22][cH:23]2)[c:10]2[cH:11][c:12]([O:16][CH3:17])[cH:13][cH:14][c:15]12.[CH3:34][S:35][CH3:36].[Cl:37][CH2:38][Cl:39].[OH:40][C:41]([C:42]([F:43])([F:44])[F:45])=[O:46]>>[nH:6]1[c:7](=[O:27])[c:8]([C:25]#[N:26])[c:9](-[c:18]2[cH:19][c:20]([F:24])[cH:21][cH:22][cH:23]2)[c:10]2[cH:11][c:12]([O:16][CH3:17])[cH:13][cH:14][c:15]12. The product is COc1ccc2[nH]c(=O)c(C#N)c(-c3cccc(F)c3)c2c1.